Dataset: the Open Reaction Database (ORD), a public repository of structured organic reaction records. Task: describe an organic reaction: reactants, conditions, products, and yield The reactants are O (water), ClC1=CC(=C(C=C1OC1=CC=C(C=C1)[N+](=O)[O-])C12C(=O)NC(C1CCCC2)=O)F (1-[4-chloro-2-fluoro-5-(4-nitrophenoxy)phenyl]-3,4,5,6-tetrahydrophthalimide), C(C)OCC (Diethyl ether). The reagents and catalysts are [Fe] (iron). Run in C(C)(=O)O (acetic acid). Run at time 1 hour. Yields the product NC1=CC=C(OC=2C(=CC(=C(C2)C23C(=O)NC(C2CCCC3)=O)F)Cl)C=C1 (1-[5-(4-aminophenoxy)-4-chloro-2-fluorophenyl]-3,4,5,6-tetrahydrophthalimide). Isolated yield 73.5%. Reaction SMILES: O.[Cl:2][C:3]1[C:8]([O:9][C:10]2[CH:15]=[CH:14][C:13]([N+:16]([O-])=O)=[CH:12][CH:11]=2)=[CH:7][C:6]([C:19]23[CH2:28][CH2:27][CH2:26][CH2:25][CH:24]2[C:23](=[O:29])[NH:22][C:20]3=[O:21])=[C:5]([F:30])[CH:4]=1.C(OCC)C>C(O)(=O)C.[Fe]>[NH2:16][C:13]1[CH:12]=[CH:11][C:10]([O:9][C:8]2[C:3]([Cl:2])=[CH:4][C:5]([F:30])=[C:6]([C:19]34[CH2:28][CH2:27][CH2:26][CH2:25][CH:24]3[C:23](=[O:29])[NH:22][C:20]4=[O:21])[CH:7]=2)=[CH:15][CH:14]=1. Reported procedure: To a stirred solution of 20 mL of water in 200 mL of glacial acetic acid was added 6.0 g (0.014 mole) of 1-[4-chloro-2-fluoro-5-(4-nitrophenoxy)phenyl]-3,4,5,6-tetrahydrophthalimide. This mixture was stirred at room temperature while 6.0 g (0.11 mole) of iron filings were slowly added. After complete addition the mixture was stirred at room temperature for one hour. Diethyl ether was added and the resultant mixture was filtered through a pad of celite. The filtrate was washed with 200 mL of wate... Reactants: C(C)OC(CN1C(=C2C=CC(=CC2=C1C1=CC=CC=C1)Cl)C(=O)OCC)=O (1-ethoxycarbonyl-5-chloro-3-phenylisoindole-2-acetic acid ethyl ester), 1.0-N, [OH-].[Na+] (sodium hydroxide). Run in C(C)O (ethanol). Run at time 2 hour. Product: C(C)OC(=O)C=1N(C(=C2C=C(C=CC12)Cl)C1=CC=CC=C1)CC(=O)O (1-ethoxycarbonyl-5-chloro-3-phenylisoindole-2-acetic acid). RXN SMILES: C([O:3][C:4](=[O:27])[CH2:5][N:6]1[C:14]([C:15]2[CH:20]=[CH:19][CH:18]=[CH:17][CH:16]=2)=[C:13]2[C:8]([CH:9]=[CH:10][C:11]([Cl:21])=[CH:12]2)=[C:7]1[C:22]([O:24][CH2:25][CH3:26])=[O:23])C.[OH-].[Na+]>C(O)C>[CH2:25]([O:24][C:22]([C:7]1[N:6]([CH2:5][C:4]([OH:27])=[O:3])[C:14]([C:15]2[CH:16]=[CH:17][CH:18]=[CH:19][CH:20]=2)=[C:13]2[C:8]=1[CH:9]=[CH:10][C:11]([Cl:21])=[CH:12]2)=[O:23])[CH3:26] |f:1.2|. Procedure details: A suspension of 19.5 g. of 1-ethoxycarbonyl-5-chloro-3-phenylisoindole-2-acetic acid ethyl ester in 150 ml. of ethanol is treated with 60 ml. of 1.0-N sodium hydroxide and boiled at reflux for 30 minutes. After allowing the mixture to stand for 2 hours in an ice-bath, the crystallized sodium salt is removed by filtration under vacuum, washed with ethanol and then dissolved in a mixture of 400 ml. of ethanol and 250 ml. of water. The obtained solution is acidified with 160 ml. of 0.5-N hydrochlor...